This data is from the Open Reaction Database (ORD), a public repository of structured organic reaction records. The task is: describe an organic reaction: reactants, conditions, products, and yield Yields the product C1OC=2C=C3C=C(NC3=CC2O1)C(=O)O (5,6-Methylenedioxyindole-2-carboxylic acid). Starting materials: C1OC=2C=C3C=C(NC3=CC2O1)C(=O)OC (methyl 5,6-methylenedioxyindole-2-carboxylate), [OH-].[K+] (potassium hydroxide). As a reaction SMILES: [CH2:1]1[O:12][C:11]2[CH:10]=[C:9]3[C:5]([CH:6]=[C:7]([C:13]([O:15]C)=[O:14])[NH:8]3)=[CH:4][C:3]=2[O:2]1.[OH-].[K+]>>[CH2:1]1[O:12][C:11]2[CH:10]=[C:9]3[C:5]([CH:6]=[C:7]([C:13]([OH:15])=[O:14])[NH:8]3)=[CH:4][C:3]=2[O:2]1 |f:1.2|. Reported procedure: Following the general procedure of PREPARATION 63 and making non-critical variations but starting with methyl 5,6-methylenedioxyindole-2-carboxylate (PREPARATION 78, 4.77 g), potassium hydroxide (1.47 g), the title compound is obtained, C,H,N analysis calcd. for C10H7NO4C,58.54; H, 3.44; N, 6.83; found: C,58.27; H, 3.18; N, 6.95. Run in C1CCOC1 (THF), C1CCOC1 (THF). The reagents and catalysts are (R)-tetrahydro-1-methyl-3,3-diphenyl-(1H,3H)-pyrrolo[1,2-c][1,3,2]-oxazaborolidine. Conditions: temperature 1 celsius, time 17.5 minute. Reaction SMILES: [Br:1][CH2:2][C:3]([C:5]1[CH:14]=[CH:13][C:12]([O:15][CH2:16][C:17]2[CH:22]=[CH:21][CH:20]=[CH:19][CH:18]=2)=[C:11]2[C:6]=1[CH:7]=[CH:8][C:9](=[O:23])[NH:10]2)=[O:4].C1(C)C=CC=CC=1.B.CSC>C1COCC1>[CH2:16]([O:15][C:12]1[CH:13]=[CH:14][C:5]([C@@H:3]([OH:4])[CH2:2][Br:1])=[C:6]2[C:11]=1[NH:10][C:9](=[O:23])[CH:8]=[CH:7]2)[C:17]1[CH:18]=[CH:19][CH:20]=[CH:21][CH:22]=1 |f:2.3|. Reported procedure: A dry 5 liter flask equipped with a mechanical stirrer, thermometer, addition funnel and refluxing condenser was charged with 5-Bromoacetyl-8-benzyloxycarbostyril (100 gms/0.268 moles) and dry THF (1.2 liter) under argon. A solution of (R)-tetrahydro-1-methyl-3,3-diphenyl-(1H,3H)-pyrrolo[1,2-c][1,3,2]-oxazaborolidine catalyst in toluene (43 ml/0.388 moles) was added and reaction mass was chilled to 0-2° C. Then, 1M solution of borane-methyl sulfide (32.42 ml/0.3417 moles) in THF (342 ml) was add... The product is C(C1=CC=CC=C1)OC=1C=CC(=C2C=CC(NC12)=O)[C@H](CBr)O (8-benzyloxy-5-[(R)-(2-bromo-1-hydroxyethyl)]-carbostyril). Starting materials: BrCC(=O)C1=C2C=CC(NC2=C(C=C1)OCC1=CC=CC=C1)=O (5-Bromoacetyl-8-benzyloxycarbostyril), solution, B.CSC (borane methyl sulfide), C1(=CC=CC=C1)C (toluene). Reactants: hydrogen halide, O=O (oxygen), CC=1C(C(C(CC1)C)C)=O (2,5,6-trimethylcyclohex-2-en- 1-one), alkanol. The reagents and catalysts are [Cu]=O (copper oxide). Yields the product 4-halo-2,3,6-trimethylphenol, CC1=C(C(=CC=C1C)C)O (2,3,6-trimethylphenol). Reaction SMILES: [CH3:1][C:2]1[C:3](=[O:10])[CH:4]([CH3:9])[CH:5]([CH3:8])[CH2:6][CH:7]=1.O=O>[Cu]=O>[CH3:9][C:4]1[C:5]([CH3:8])=[CH:6][CH:7]=[C:2]([CH3:1])[C:3]=1[OH:10]. Reported procedure: If the reaction mixture comprising 2,5,6-trimethylcyclohex-2-en- 1-one, alkanol, the catalytic amount of copper oxide and hydrogen halide gas, as described above, is allowed to react for a longer time with air or oxygen, 4-halo-2,3,6-trimethylphenol is obtained in addition to 2,3,6-trimethylphenol. If, instead of isolating this product, the reaction mixture is treated, as described above, with an alkali metal alcoholate, and the oxidation with air or oxygen is continued, the 4-halo-2,3,6-trimeth... Starting materials: CN1CC=2C(=CC=C3CCNC23)C(C1)C1=CC=CC=C1 (8-methyl-6-phenyl-2,3,6,7,8,9-hexahydro-1H-pyrido[4,3-g]indole), P(=O)(Cl)(Cl)Cl (phosphorus oxychloride), N1C(CCC1)=O (pyrrolid-2-one). Run in C1(=CC=CC=C1)C (toluene), C(Cl)Cl (CH2Cl2), C1(=CC=CC=C1)C (toluene), C1(=CC=CC=C1)C (toluene). Run at time 8 hour. Product: N1(C=CCC1)N1CCC2=CC=C3C(=C12)CN(CC3C3=CC=CC=C3)C (1-(2-Pyrrolin-1-yl)-8-methyl-6-phenyl-2,3,6,7,8,9-hexahydro-1H-pyrido[4,3-g]indole). As a reaction SMILES: P(Cl)(Cl)(Cl)=O.[NH:6]1[CH2:10][CH2:9][CH2:8][C:7]1=O.[CH3:12][N:13]1[CH2:25][CH:24]([C:26]2[CH:31]=[CH:30][CH:29]=[CH:28][CH:27]=2)[C:16]2=[CH:17][CH:18]=[C:19]3[C:23]([NH:22][CH2:21][CH2:20]3)=[C:15]2[CH2:14]1>C1(C)C=CC=CC=1.C(Cl)Cl>[N:6]1([N:22]2[C:23]3[C:19](=[CH:18][CH:17]=[C:16]4[CH:24]([C:26]5[CH:27]=[CH:28][CH:29]=[CH:30][CH:31]=5)[CH2:25][N:13]([CH3:12])[CH2:14][C:15]4=3)[CH2:20][CH2:21]2)[CH2:10][CH2:9][CH:8]=[CH:7]1. Procedure: A solution of 1.9 ml (0.02 mol) of phosphorus oxychloride in 6 ml of toluene is added dropwise to a solution of 3.4 g (0.04 mol) of pyrrolid-2-one in 8 ml of toluene at a temperature between 2° and 0° C., with stirring and cooling. The mixture is stirred at room temperature for 11/2 hours and left to stand overnight. A solution of 5.2 g (0.02 mol) of 8-methyl-6-phenyl-2,3,6,7,8,9-hexahydro-1H-pyrido[4,3-g]indole in 10 ml of toluene and 20 ml of CH2Cl2 is then added. The CH2Cl2 is distilled off a... The reactants are BrC1=CC(OC2=C(C=C(C=C12)C1OCCO1)OC)(C)C (4-bromo-6-[1,3]dioxolan-2-yl-8-methoxy-2,2-dimethyl-2H-chromene), S(=O)(=O)(C)Cl (mesyl chloride), acetal, C(=O)=O (dry-ice), C(=O)=O (dry-ice), C(CCC)[Li] (n-butyl lithium), ice. The solvent is C1CCOC1 (THF). The product is ClC1=CC(OC2=C(C=C(C=C12)C=O)OC)(C)C (4-Chloro-8-methoxy-2,2-dimethyl-2H-chromene-6-carbaldehyde). Reaction SMILES: Br[C:2]1[C:11]2[C:6](=[C:7]([O:17][CH3:18])[CH:8]=[C:9]([CH:12]3OCC[O:13]3)[CH:10]=2)[O:5][C:4]([CH3:20])([CH3:19])[CH:3]=1.C(=O)=O.C([Li])CCC.S([Cl:33])(C)(=O)=O>C1COCC1>[Cl:33][C:2]1[C:11]2[C:6](=[C:7]([O:17][CH3:18])[CH:8]=[C:9]([CH:12]=[O:13])[CH:10]=2)[O:5][C:4]([CH3:20])([CH3:19])[CH:3]=1. Procedure: 366 mg of 4-bromo-6-[1,3]dioxolan-2-yl-8-methoxy-2,2-dimethyl-2H-chromene (1.07 mmol) was dissolved in 4 ml of abs. THF and treated at −78° (dry-ice bath) with 0.735 ml n-butyl lithium (1.6M, n-hexane, 1.1 eq.). 15 min. later, 0.114 ml of mesyl chloride (1.1 eq.) was added and the dry-ice bath replaced by an ice-bth. After 30 min. the reaction mixture was poured onto crushed ice/concentrated HCl and vigorously stirred to cleave the acetal. Twofold extraction with ether, washing with NaCl, drying... Starting materials: OCC1OC(O)C(O)C1O, OCC1OC(O)C(O)C1O. Yields the product O=CC(O)C(O)C(O)CO. RXN SMILES: [OH:11][CH:12]1[O:13][CH:14]([CH2:15][OH:16])[CH:17]([OH:18])[CH:19]1[OH:20].[OH:1][CH:2]1[CH:3]([OH:4])[CH:5]([OH:6])[CH:7]([CH2:9][OH:10])[O:8]1>>[O:1]=[CH:2][CH:3]([OH:4])[CH:5]([OH:6])[CH:7]([OH:8])[CH2:9][OH:10]. Reactants: C1(=CC=CC=C1)C1CCC(N1)C(=O)OCC1CC1 (cyclopropyl-methyl (2RS,5SR)-5-phenylprolinate), CC=1C=C(C=CC1)NC(NCC(=O)O)=O (2-[3-(3-methylphenyl)ureido]acetic acid). The solvent is ClCCCl (1,2-dichloroethane), S(=O)(Cl)Cl (sulphinyl chloride). Yields the product CC=1C=C(C=CC1)NC(NCC(=O)OC([C@H]1NC(CC1)C1=CC=CC=C1)=O)=O (2-[3-(3-methylphenyl)ureido}acetyl-5-phenylprolinate). As a reaction SMILES: [C:1]1([CH:7]2[NH:11][CH:10]([C:12](OCC3CC3)=[O:13])[CH2:9][CH2:8]2)[CH:6]=[CH:5][CH:4]=[CH:3][CH:2]=1.[CH3:19][C:20]1[CH:21]=[C:22]([NH:26][C:27](=[O:33])[NH:28][CH2:29][C:30]([OH:32])=[O:31])[CH:23]=[CH:24][CH:25]=1>ClCCCl.S(Cl)(Cl)=O>[CH3:19][C:20]1[CH:21]=[C:22]([NH:26][C:27](=[O:33])[NH:28][CH2:29][C:30]([O:32][C:12](=[O:13])[C@@H:10]2[CH2:9][CH2:8][CH:7]([C:1]3[CH:6]=[CH:5][CH:4]=[CH:3][CH:2]=3)[NH:11]2)=[O:31])[CH:23]=[CH:24][CH:25]=1. Reported procedure: By proceeding in a fashion similar to that described in Example 1, but starting from 2 g of cyclopropyl-methyl (2RS,5SR)-5-phenylprolinate, 1.7 g of 2-[3-(3-methylphenyl)ureido]acetic acid in suspension in 50 cm3 of anhydrous 1,2-dichloroethane and 0.6 cm3 of sulphinyl chloride, 1.1 g of cyclopropylmethyl (2RS,5SR)-1-{2-[3-(3-methylphenyl)ureido}acetyl-5-phenylprolinate, melting at 130° C., are obtained after recrystallization in acetonitrile. Starting materials: CC(C)[N-]C(C)C, [Li+], O=C1CCCC1, C1CCOC1, O, N#Cc1ccc(Cc2c[nH]nn2)cc1. Product: N#Cc1ccc(C(c2c[nH]nn2)C2(O)CCCC2)cc1. As a reaction SMILES: [CH:15]([N-:16][CH:17]([CH3:18])[CH3:19])([CH3:20])[CH3:21].[Li+:22].[O:23]=[C:24]1[CH2:25][CH2:26][CH2:27][CH2:28]1.[O:30]1[CH2:31][CH2:32][CH2:33][CH2:34]1.[OH2:29].[nH:1]1[n:2][n:3][c:4]([CH2:6][c:7]2[cH:8][cH:9][c:10]([C:11]#[N:12])[cH:13][cH:14]2)[cH:5]1>>[nH:1]1[n:2][n:3][c:4]([CH:6]([c:7]2[cH:8][cH:9][c:10]([C:11]#[N:12])[cH:13][cH:14]2)[C:24]2([OH:23])[CH2:25][CH2:26][CH2:27][CH2:28]2)[cH:5]1. Reaction SMILES: Br[C:2]1[C:15]2[C:10](=[CH:11][CH:12]=[CH:13][CH:14]=2)[C:9]([C:16]2[C:17]3[C:22]([C:23](Br)=[C:24]4[C:29]=2[CH:28]=[CH:27][CH:26]=[CH:25]4)=[CH:21][CH:20]=[CH:19][CH:18]=3)=[C:8]2[C:3]=1[CH:4]=[CH:5][CH:6]=[CH:7]2.[C:31]1([NH:37][C:38]2[CH:43]=[CH:42][CH:41]=[CH:40][CH:39]=2)[CH:36]=[CH:35][CH:34]=[CH:33][CH:32]=1.C(=O)([O-])[O-].[K+].[K+].[N+:50]([C:53]1[CH:58]=[CH:57][CH:56]=[CH:55][CH:54]=1)([O-])=O>[Cu].C1(C)C=CC=CC=1>[C:38]1([N:37]([C:31]2[CH:32]=[CH:33][CH:34]=[CH:35][CH:36]=2)[C:2]2[C:15]3[C:10](=[CH:11][CH:12]=[CH:13][CH:14]=3)[C:9]([C:16]3[C:17]4[C:22]([C:23]([N:50]([C:2]5[CH:15]=[CH:10][CH:9]=[CH:8][CH:3]=5)[C:53]5[CH:58]=[CH:57][CH:56]=[CH:55][CH:54]=5)=[C:24]5[C:29]=3[CH:28]=[CH:27][CH:26]=[CH:25]5)=[CH:21][CH:20]=[CH:19][CH:18]=4)=[C:8]3[C:3]=2[CH:4]=[CH:5][CH:6]=[CH:7]3)[CH:39]=[CH:40][CH:41]=[CH:42][CH:43]=1 |f:2.3.4|. Reactants: BrC1=C2C=CC=CC2=C(C2=CC=CC=C12)C=1C2=CC=CC=C2C(=C2C=CC=CC12)Br (10,10′-dibromo-9,9′-bianthryl), C1(=CC=CC=C1)NC1=CC=CC=C1 (diphenylamine), C([O-])([O-])=O.[K+].[K+] (potassium carbonate), [N+](=O)([O-])C1=CC=CC=C1 (nitrobenzene). The yield is 55.0%. The reagents and catalysts are [Cu] (copper). Reported procedure: In a flask were placed 35 g of 9,9′-bianthryl and 300 mL of carbon tetrachloride, and to the vigorously stirred mixture was slowly added 40 g of bromine under cooling. After addition, the mixture was slowly warmed and then refluxed for 1 hour with stirring. Carbon tetrachloride was evaporated from the reaction mixture under a reduced pressure, the residual solid was extracted with carbon tetrachloride using a Soxhlet extractor. The extract was dried and concentrated to give 42 g(yield 81%) of 10... Yields the product C1(=CC=CC=C1)N(C1=C2C=CC=CC2=C(C2=CC=CC=C12)C=1C2=CC=CC=C2C(=C2C=CC=CC12)N(C1=CC=CC=C1)C1=CC=CC=C1)C1=CC=CC=C1 (10,10′-bis(diphenylamino)-9,9′-bianthryl). Solvent: C1(=CC=CC=C1)C (toluene). Reactants: N[C@@H]1C(N(C[C@H](CC1)C1=CC=CC=C1)CC(=O)OC(C)(C)C)=O (t-butyl rel-α-[3(S)-amino-2-oxo-6(R)-phenylperhydroazepin-1-yl]acetate), BrC(C(=O)OCC)CCCCCCCNC(=O)OC(C)(C)C (ethyl 2-bromo-9-t-butoxycarbonylaminononanoate), C1CCCCC1 (cyclohexane). The solvent is C(C)(=O)OCC (ethyl acetate). Yields the product C(C)(C)(C)OC(=O)NCCCCCCCC(C(=O)OCC)N[C@@H]1C(N(C[C@H](CC1)C1=CC=CC=C1)CC(=O)OC(C)(C)C)=O (t-Butyl rel-α-[3(S)-(8-t-butoxycarbonylamino-1-ethoxycarbonyloctylamino)-2-oxo-6(R)-phenylperhydroazepin-1-yl]acetate). Reaction SMILES: [NH2:1][C@H:2]1[CH2:8][CH2:7][C@H:6]([C:9]2[CH:14]=[CH:13][CH:12]=[CH:11][CH:10]=2)[CH2:5][N:4]([CH2:15][C:16]([O:18][C:19]([CH3:22])([CH3:21])[CH3:20])=[O:17])[C:3]1=[O:23].Br[CH:25]([CH2:31][CH2:32][CH2:33][CH2:34][CH2:35][CH2:36][CH2:37][NH:38][C:39]([O:41][C:42]([CH3:45])([CH3:44])[CH3:43])=[O:40])[C:26]([O:28][CH2:29][CH3:30])=[O:27].C1CCCCC1>C(OCC)(=O)C>[C:42]([O:41][C:39]([NH:38][CH2:37][CH2:36][CH2:35][CH2:34][CH2:33][CH2:32][CH2:31][CH:25]([NH:1][C@H:2]1[CH2:8][CH2:7][C@H:6]([C:9]2[CH:14]=[CH:13][CH:12]=[CH:11][CH:10]=2)[CH2:5][N:4]([CH2:15][C:16]([O:18][C:19]([CH3:20])([CH3:22])[CH3:21])=[O:17])[C:3]1=[O:23])[C:26]([O:28][CH2:29][CH3:30])=[O:27])=[O:40])([CH3:45])([CH3:44])[CH3:43]. Procedure: 1.2 g of t-butyl rel-α-[3(S)-amino-2-oxo-6(R)-phenylperhydroazepin-1-yl]acetate was treated with 2.15 g of ethyl 2-bromo-9-t-butoxycarbonylaminononanoate prepared as described in Preparation 4) in a similar manner to that described in Example 4, to afford a reaction product, which was subjected to column chromatography through silica gel using a mixture of cyclohexane and ethyl acetate in the ratio of 1:1 by volume as the eluent.